describe an organic reaction: reactants, conditions, products, and yield From a dataset of the Open Reaction Database (ORD), a public repository of structured organic reaction records. Starting materials: N[C@H]1[C@@H]2N(C(=C(CS2)C2OCCCC2)C(=O)OC(C)(C)C)C1=O (t-butyl (6R,7R)-7amino-3-(tetrahydropyran-2-yl)-ceph-3-em-4-carboxylate), S(=O)(=O)(C)Cl (Mesyl chloride), Cl.CO\N=C(/C(=O)O)\C=1N=C(SC1)NC(C1=CC=CC=C1)(C1=CC=CC=C1)C1=CC=CC=C1 (2-(Z)-methoxyimino-2-(2-tritylaminothiazol-4-yl)acetic acid hydrochloride), C(C)(C)N(C(C)C)CC (N,N-diisopropylethylamine), 1h. Run in N1=CC=CC=C1 (pyridine), CN(C)C=O (DMF), CN(C)C=O (DMF). Reaction conditions: temperature -50 celsius, time 1 hour. Product: CO\N=C(/C(=O)N[C@H]1[C@@H]2N(C(=C(CS2)C2OCCCC2)C(=O)OC(C)(C)C)C1=O)\C=1N=C(SC1)NC(C1=CC=CC=C1)(C1=CC=CC=C1)C1=CC=CC=C1 (t-Butyl (6R,7R)-7-[2-(Z)-Methoxyimino-2-(2-tritylaminothiazol-4-yl)acetamido]-3-[tetrahydropyran-2-yl]ceph-3-em-4-carboxylate). Isolated yield 62.2%. Reaction SMILES: S(Cl)(C)(=O)=O.Cl.[CH3:7][O:8]/[N:9]=[C:10](/[C:14]1[N:15]=[C:16]([NH:19][C:20]([C:33]2[CH:38]=[CH:37][CH:36]=[CH:35][CH:34]=2)([C:27]2[CH:32]=[CH:31][CH:30]=[CH:29][CH:28]=2)[C:21]2[CH:26]=[CH:25][CH:24]=[CH:23][CH:22]=2)[S:17][CH:18]=1)\[C:11](O)=[O:12].C(N(CC)C(C)C)(C)C.[NH2:48][C@@H:49]1[C:69](=[O:70])[N:51]2[C:52]([C:62]([O:64][C:65]([CH3:68])([CH3:67])[CH3:66])=[O:63])=[C:53]([CH:56]3[CH2:61][CH2:60][CH2:59][CH2:58][O:57]3)[CH2:54][S:55][C@H:50]12>CN(C=O)C.N1C=CC=CC=1>[CH3:7][O:8]/[N:9]=[C:10](/[C:14]1[N:15]=[C:16]([NH:19][C:20]([C:27]2[CH:28]=[CH:29][CH:30]=[CH:31][CH:32]=2)([C:33]2[CH:38]=[CH:37][CH:36]=[CH:35][CH:34]=2)[C:21]2[CH:22]=[CH:23][CH:24]=[CH:25][CH:26]=2)[S:17][CH:18]=1)\[C:11]([NH:48][C@@H:49]1[C:69](=[O:70])[N:51]2[C:52]([C:62]([O:64][C:65]([CH3:66])([CH3:68])[CH3:67])=[O:63])=[C:53]([CH:56]3[CH2:61][CH2:60][CH2:59][CH2:58][O:57]3)[CH2:54][S:55][C@H:50]12)=[O:12] |f:1.2|. Procedure details: Mesyl chloride (121mg, 82μl) was added to 2-(Z)-methoxyimino-2-(2-tritylaminothiazol-4-yl)acetic acid hydrochloride (466mg) and N,N-diisopropylethylamine (252mg, 340μl) in dry DMF (10ml) at -50° C. under argon and stirred at -50° C. for 1h. Then t-butyl (6R,7R)-7amino-3-(tetrahydropyran-2-yl)-ceph-3-em-4-carboxylate (Isomer A, 300mg) in dry DMF (5ml) followed by pyridine (70mg, 72μl) were added and reaction mixture left for a further 1h whilst warming to ambient temperature. The reaction mixture... The reactants are [N+](=O)([O-])C(C[C@H](NC(=O)CC1=CC=CC=C1)C(=O)OC(C)(C)C)C(=O)OC(C)(C)C (di t-butyl 4-nitrobenzylcarbonyl-L-glutamate). The reagents and catalysts are [Pd] (Pd/C). Run in C(C)(=O)OCC (ethyl acetate). The product is NC(C[C@H](NC(=O)CC1=CC=CC=C1)C(=O)OC(C)(C)C)C(=O)OC(C)(C)C (di t-butyl 4-aminobenzylcarbonyl-L-glutamate). As a reaction SMILES: [N+:1]([CH:4]([C:24]([O:26][C:27]([CH3:30])([CH3:29])[CH3:28])=[O:25])[CH2:5][C@@H:6]([C:17]([O:19][C:20]([CH3:23])([CH3:22])[CH3:21])=[O:18])[NH:7][C:8]([CH2:10][C:11]1[CH:16]=[CH:15][CH:14]=[CH:13][CH:12]=1)=[O:9])([O-])=O>C(OCC)(=O)C.[Pd]>[NH2:1][CH:4]([C:24]([O:26][C:27]([CH3:30])([CH3:29])[CH3:28])=[O:25])[CH2:5][C@@H:6]([C:17]([O:19][C:20]([CH3:23])([CH3:21])[CH3:22])=[O:18])[NH:7][C:8]([CH2:10][C:11]1[CH:12]=[CH:13][CH:14]=[CH:15][CH:16]=1)=[O:9]. Procedure details: A solution of di t-butyl 4-nitrobenzylcarbonyl-L-glutamate (9.7 g) in ethyl acetate (200 ml) was hydrogenated over 30% Pd/C (900 mg). The mixture was then filtered through Celite and evaporated to yield a yellow oil (di t-butyl 4-aminobenzylcarbonyl-L-glutamate) which was used without further purification. NMR: 8.23(d)1H; 6.92(d)2H; 6.50(d)2H; 4.86(s)2H; 4.15(m)1H; 3.24(s)2H; 2.22(m)2H; 1.8(m)2H); 1.4(d)18H. Yield 8.2 g 90%. Reactants: O=C=Nc1c(Cl)cccc1Cl, c1cnc(N2CCNCC2)cn1. The product is O=C(Nc1c(Cl)cccc1Cl)N1CCN(c2cnccn2)CC1. RXN SMILES: [Cl:1][c:2]1[c:3]([N:9]=[C:10]=[O:11])[c:4]([Cl:8])[cH:5][cH:6][cH:7]1.[n:12]1[c:13]([N:18]2[CH2:19][CH2:20][NH:21][CH2:22][CH2:23]2)[cH:14][n:15][cH:16][cH:17]1>>[Cl:1][c:2]1[c:3]([NH:9][C:10](=[O:11])[N:21]2[CH2:20][CH2:19][N:18]([c:13]3[n:12][cH:17][cH:16][n:15][cH:14]3)[CH2:23][CH2:22]2)[c:4]([Cl:8])[cH:5][cH:6][cH:7]1.